The task is: describe an organic reaction: reactants, conditions, products, and yield. This data is from the Open Reaction Database (ORD), a public repository of structured organic reaction records. Reactants: [H][H] (Hydrogen), N(=[N+]=[N-])[C@@H](COCC1=CC=CC=C1)[C@@H]1C[C@H](C(O1)=O)C(C)C ((3S,5S)-5-[(S)-1-Azido-2-benzyloxyethyl]-3-isopropyldihydrofuran-2-one), solution, Cl (hydrochloric acid), O1CCOCC1 (dioxane). The reagents and catalysts are [C].[Pd] (palladium-carbon). Solvent: C(C)O (ethanol), C(C)O (ethanol). Conditions: time 6 hour. Yields the product Cl.N[C@@H](CO)[C@@H]1C[C@H](C(O1)=O)C(C)C ((3S,5S)-5-[(S)-1-amino-2-hydroxyethyl]-3-isopropyldihydrofuran-2-one hydrochloride). As a reaction SMILES: [N:1]([C@H:4]([C@H:14]1[O:18][C:17](=[O:19])[C@H:16]([CH:20]([CH3:22])[CH3:21])[CH2:15]1)[CH2:5][O:6]CC1C=CC=CC=1)=[N+]=[N-].[ClH:23].O1CCOCC1.[H][H]>C(O)C.[C].[Pd]>[ClH:23].[NH2:1][C@H:4]([C@H:14]1[O:18][C:17](=[O:19])[C@H:16]([CH:20]([CH3:22])[CH3:21])[CH2:15]1)[CH2:5][OH:6] |f:5.6,7.8|. Reported procedure: A suspension of 10.12 g of (3S,5S)-5-[(S)-1-azido-2-benzyloxyethyl]-3-isopropyldihydrofuran-2-one obtained in Example (1e) (33.5 mmol), 16.7 ml of a solution of 4 N hydrochloric acid in dioxane (66.8 mmol) and 3.57 g of 10% palladium-carbon (50% wet) in ethanol (170 ml) was stirred under a hydrogen atmosphere at room temperature for six hours. Hydrogen in the reaction vessel was replaced by nitrogen, and then the reaction mixture was diluted with 170 ml of ethanol. Palladium-carbon was separated... Product: ClC=1C=C(C=CC1)NCCN (N-(3-chlorophenyl)-1,2-ethanediamine). The reactants are Cl (hydrogen chloride), ClC=1C=C(N)C=CC1 (m-chloroaniline), reactant, O1C(NCC1)=O (2-oxazolidinone), Cl.ClC=1C=C(N)C=CC1 (m-chloroaniline hydrochloride), C(=O)=O (CO2). RXN SMILES: Cl.[Cl:2][C:3]1[CH:4]=[C:5]([CH:7]=[CH:8][CH:9]=1)[NH2:6].Cl.ClC1[CH:13]=[C:14](C=CC=1)[NH2:15].O1CCNC1=O.C(=O)=O>CCOCC.O>[Cl:2][C:3]1[CH:4]=[C:5]([NH:6][CH2:13][CH2:14][NH2:15])[CH:7]=[CH:8][CH:9]=1 |f:2.3|. Procedure: Gaseous hydrogen chloride was reacted with m-chloroaniline in ether at 0° C. to prepare the m-chloroaniline hydrochloride. This reactant (65.6 g, 0.4 mole) was then intimately mixed with 2-oxazolidinone by grinding with a mortar and pestle. The ground mixture was then added to a 250 ml flask equipped with a mechanical stirrer and gas vent. The flask was heated in an oil bath to 160° C. with stirring. The solid mixture melted and CO2 evolution commenced in about 15 minutes. Heating was continued ... Run at temperature 160 celsius, time 6 hour. Solvent: CCOCC (ether), O (water). Isolated yield 80.0%.